This data is from the Open Reaction Database (ORD), a public repository of structured organic reaction records. The task is: describe an organic reaction: reactants, conditions, products, and yield Starting materials: ClC1=C(C=C(C=C1)NC(OC1=CC=CC=C1)=O)C=1C=NC=CC1 (Phenyl N-(4-Chloro-3-(pyrid-3-yl)phenyl)carbamate), COC=1C=C2CCNC2=CC1C(F)(F)F (5-methoxy-6-trifluoromethylindoline). Solvent: CN(C=O)C (dimethylformamide). Conditions: temperature 120 celsius. Product: ClC1=C(C=C(C=C1)NC(=O)N1CCC2=CC(=C(C=C12)C(F)(F)F)OC)C=1C=NC=CC1 (1-(4-Chloro-3-(pyrid-3-yl)phenylcarbamoyl)-5-methoxy-6-trifluoromethylindoline). Isolated yield 36.2%. As a reaction SMILES: [Cl:1][C:2]1[CH:7]=[CH:6][C:5]([NH:8][C:9](=[O:17])OC2C=CC=CC=2)=[CH:4][C:3]=1[C:18]1[CH:19]=[N:20][CH:21]=[CH:22][CH:23]=1.[CH3:24][O:25][C:26]1[CH:27]=[C:28]2[C:32](=[CH:33][C:34]=1[C:35]([F:38])([F:37])[F:36])[NH:31][CH2:30][CH2:29]2>CN(C)C=O>[Cl:1][C:2]1[CH:7]=[CH:6][C:5]([NH:8][C:9]([N:31]2[C:32]3[C:28](=[CH:27][C:26]([O:25][CH3:24])=[C:34]([C:35]([F:37])([F:38])[F:36])[CH:33]=3)[CH2:29][CH2:30]2)=[O:17])=[CH:4][C:3]=1[C:18]1[CH:19]=[N:20][CH:21]=[CH:22][CH:23]=1. Procedure details: Phenyl N-(4-Chloro-3-(pyrid-3-yl)phenyl)carbamate (D67) (0.12 g, 0.00037 mole) in dry dimethylformamide (6 ml) was treated under argon, with 5-methoxy-6-trifluoromethylindoline (D11) (0.08 g, 0.00037 mole) and heated to 120° C. for 2 hours. After cooling to ambient temperature, the solvent was removed in vacuo. The residue was partitioned between 1N aqueous sodium hydroxide solution and dichloromethane. The organic layer was dried (Na2SO4) and evaporated in vacuo. The residue was triturated in d... Starting materials: C1(=C(C=CC=C1)CCC1=CC(=NC=C1)N)C (4-(2-o-Tolyl-ethyl)-pyridin-2-ylamine), C(C1=CC=CC=C1)(=O)N=C=O (benzoyl isocynate). The solvent is C(Cl)Cl (methylene chloride). Reaction conditions: temperature 65 celsius. Yields the product C(C1=CC=CC=C1)(=O)NC(=O)NC1=NC=CC(=C1)CCC1=C(C=CC=C1)C (1-Benzoyl-3-[4-(2-o-tolyl-ethyl)-pyridin-2-yl]-urea). RXN SMILES: [C:1]1([CH3:16])[CH:6]=[CH:5][CH:4]=[CH:3][C:2]=1[CH2:7][CH2:8][C:9]1[CH:14]=[CH:13][N:12]=[C:11]([NH2:15])[CH:10]=1.[C:17]([N:25]=[C:26]=[O:27])(=[O:24])[C:18]1[CH:23]=[CH:22][CH:21]=[CH:20][CH:19]=1>C(Cl)Cl>[C:17]([NH:25][C:26]([NH:15][C:11]1[CH:10]=[C:9]([CH2:8][CH2:7][C:2]2[CH:3]=[CH:4][CH:5]=[CH:6][C:1]=2[CH3:16])[CH:14]=[CH:13][N:12]=1)=[O:27])(=[O:24])[C:18]1[CH:23]=[CH:22][CH:21]=[CH:20][CH:19]=1. Procedure details: 4-(2-o-Tolyl-ethyl)-pyridin-2-ylamine (100 mg, 0.47 mmol) is dissolved in methylene chloride (3 mL). Then benzoyl isocynate (100 mg, 0.71 mmol) is added. The resulting mixture is sealed and heated at 65° C. for 1 hour. The solvent is then removed to give 225 mg of crude which is used in the next step without purification. Reactants: NC1=CC=C(C=C1)C=1C(CC(NN1)=O)C (4,5-dihydro-6-(4-aminophenyl)-5-methyl-3(2H)-pyridazinone), C1(CC(CC1)=O)=O (cyclopentane-1,3-dione). Run in C(C)O (ethanol), C(C)(=O)O (acetic acid). The product is O=C1C=C(CC1)NC1=CC=C(C=C1)C=1C(CC(NN1)=O)C (4,5-Dihydro-6-(4-((3-oxo-1-cyclopentenyl)amino)phenyl)-5-methyl-3(2H)-pyridazinone). Isolated yield 33.8%. As a reaction SMILES: [NH2:1][C:2]1[CH:7]=[CH:6][C:5]([C:8]2[CH:9]([CH3:15])[CH2:10][C:11](=[O:14])[NH:12][N:13]=2)=[CH:4][CH:3]=1.[C:16]1(=O)[CH2:20][CH2:19][C:18](=[O:21])[CH2:17]1>C(O)C.C(O)(=O)C>[O:21]=[C:18]1[CH2:19][CH2:20][C:16]([NH:1][C:2]2[CH:7]=[CH:6][C:5]([C:8]3[CH:9]([CH3:15])[CH2:10][C:11](=[O:14])[NH:12][N:13]=3)=[CH:4][CH:3]=2)=[CH:17]1. Procedure: 0.51 g of 4,5-dihydro-6-(4-aminophenyl)-5-methyl-3(2H)-pyridazinone and 0.25 g of cyclopentane-1,3-dione were suspended in a mixture of 5 ml of ethanol and 5 ml of acetic acid and the resulting suspension was refluxed for 7 hours. After cooled, deposited crude crystal was collected by filtrating and recrystallized from DMF-heptane-CHCl3 to give 0.24 g of the title compound. m.p. >300° C. NMR (solvent DMSO-d6 -CDCl3) δ 1.20 (d, 3H), 2.32-3.32 (m, 7H), 5.60 (S, 1H), 7.56 (dd, 4H), 9.82 (S, 1H), 10... Reactants: [Al+3], CC1NCCN(Cc2ccccc2)C1=O, C1CCOC1, [H-], [H-], [H-], [H-], [Li+]. Yields the product CC1CN(Cc2ccccc2)CCN1. As a reaction SMILES: [Al+3:17].[CH2:1]([c:2]1[cH:3][cH:4][cH:5][cH:6][cH:7]1)[N:8]1[C:9](=[O:15])[CH:10]([CH3:14])[NH:11][CH2:12][CH2:13]1.[CH2:22]1[O:23][CH2:24][CH2:25][CH2:26]1.[H-:16].[H-:19].[H-:20].[H-:21].[Li+:18]>>[CH2:1]([c:2]1[cH:3][cH:4][cH:5][cH:6][cH:7]1)[N:8]1[CH2:9][CH:10]([CH3:14])[NH:11][CH2:12][CH2:13]1.